From a dataset of the Open Reaction Database (ORD), a public repository of structured organic reaction records. describe an organic reaction: reactants, conditions, products, and yield Starting materials: CNC (dimethylamine), [N+](=O)([O-])C1=C(C=CC=C1)NC(CCl)=O (N-(2-nitrophenyl)-2-chloroacetamide). The solvent is C(C)O (ethanol), C(C)O (ethanol). Run at time 2 hour. Yields the product [N+](=O)([O-])C1=C(C=CC=C1)NC(CN(C)C)=O (N-(2-nitrophenyl)-2-dimethylaminoacetamide). RXN SMILES: [CH3:1][NH:2][CH3:3].[N+:4]([C:7]1[CH:12]=[CH:11][CH:10]=[CH:9][C:8]=1[NH:13][C:14](=[O:17])[CH2:15]Cl)([O-:6])=[O:5]>C(O)C>[N+:4]([C:7]1[CH:12]=[CH:11][CH:10]=[CH:9][C:8]=1[NH:13][C:14](=[O:17])[CH2:15][N:2]([CH3:3])[CH3:1])([O-:6])=[O:5]. Procedure: A solution of dimethylamine in ethanol (40 ml. of a 33% w/w solution) was added to a suspension of N-(2-nitrophenyl)-2-chloroacetamide (14.9 g) [prepared by the method described by G. Tennant, J.C.S., (1963), 2428] in ethanol (70 ml) and the mixture was heated to reflux, with stirring, for 2hours. After cooling, the ethanol and excess dimethylamine were evaporated off under reduced pressure and the solid residue was treated with an aqueous potassium hydroxide solution (100 ml., 40% w/v). The res... Reactants: NC1=NC(=C(C(=N1)C)C)C (2-amino-4,5,6-trimethylpyrimidine), C(C)N(S(=O)(=O)C1=C(C=CC=C1)S(=O)(=O)N=C=O)CC (o-N,N-Diethylsulfamoylbenzenesulfonyl isocyanate), C1CN2CCN1CC2 (DABCO). Solvent: C(C)#N (acetonitrile). The product is C(C)N(S(=O)(=O)C=1C(=CC=CC1)S(=O)(=O)NC(=O)NC1=NC(=C(C(=N1)C)C)C)CC (N,N-diethyl-N'[4,5,6-trimethylpyrimidin-2-yl]aminocarbonyl-1,2-benzenedisulfonamide). Reaction SMILES: [NH2:1][C:2]1[N:7]=[C:6]([CH3:8])[C:5]([CH3:9])=[C:4]([CH3:10])[N:3]=1.[CH2:11]([N:13]([CH2:29][CH3:30])[S:14]([C:17]1[CH:22]=[CH:21][CH:20]=[CH:19][C:18]=1[S:23]([N:26]=[C:27]=[O:28])(=[O:25])=[O:24])(=[O:16])=[O:15])[CH3:12].C1N2CCN(CC2)C1>C(#N)C>[CH2:29]([N:13]([CH2:11][CH3:12])[S:14]([C:17]1[C:18]([S:23]([NH:26][C:27]([NH:1][C:2]2[N:7]=[C:6]([CH3:8])[C:5]([CH3:9])=[C:4]([CH3:10])[N:3]=2)=[O:28])(=[O:25])=[O:24])=[CH:19][CH:20]=[CH:21][CH:22]=1)(=[O:16])=[O:15])[CH3:30]. Procedure: A mixture of 0.8 g of 2-amino-4,5,6-trimethylpyrimidine, 2.8 g of the crude sulfonyl isocyanate from Example 9 and a few crystals of DABCO in 25 ml of acetonitrile is stirred at room temperature for 16 hours. A small amount of unreacted aminopyrimidine is filtered off and the filtrate concentrated in-vacuo to give a hard glass. Crystallization from methanol gives N,N-diethyl-N'[4,5,6-trimethylpyrimidin-2-yl]aminocarbonyl-1,2-benzenedisulfonamide as a white solid.